Dataset: the Open Reaction Database (ORD), a public repository of structured organic reaction records. Task: describe an organic reaction: reactants, conditions, products, and yield The reactants are Cc1ccccc1CN, CC(=O)[O-], Clc1nc(Cl)c2ccccc2n1, [Na+], C1CCOC1, O. Yields the product Cc1ccccc1CNc1nc(Cl)nc2ccccc12. As a reaction SMILES: [CH3:18][c:19]1[c:20]([CH2:21][NH2:22])[cH:23][cH:24][cH:25][cH:26]1.[CH3:28][C:29](=[O:30])[O-:31].[Cl:1][c:2]1[n:3][c:4]2[cH:5][cH:6][cH:7][cH:8][c:9]2[c:10]([Cl:12])[n:11]1.[Na+:27].[O:13]1[CH2:14][CH2:15][CH2:16][CH2:17]1.[OH2:32]>>[Cl:1][c:2]1[n:3][c:4]2[cH:5][cH:6][cH:7][cH:8][c:9]2[c:10]([NH:22][CH2:21][c:20]2[c:19]([CH3:18])[cH:26][cH:25][cH:24][cH:23]2)[n:11]1. Reactants: CCOC(C)=O, CC(=O)O, O=[N+]([O-])c1ccc(OCc2ccc(F)cc2)nc1, [Fe], O. Yields the product Nc1ccc(OCc2ccc(F)cc2)nc1. As a reaction SMILES: [CH3:19][CH2:20][O:21][C:22](=[O:23])[CH3:24].[CH3:26][C:27](=[O:28])[OH:29].[F:1][c:2]1[cH:3][cH:4][c:5]([CH2:6][O:7][c:8]2[n:9][cH:10][c:11]([N+:14]([O-:15])=[O:16])[cH:12][cH:13]2)[cH:17][cH:18]1.[Fe:30].[OH2:25]>>[F:1][c:2]1[cH:3][cH:4][c:5]([CH2:6][O:7][c:8]2[n:9][cH:10][c:11]([NH2:14])[cH:12][cH:13]2)[cH:17][cH:18]1. Starting materials: CO (methanol), P(Cl)(Cl)(Cl)(Cl)Cl (Phosphorus pentachloride), C1(=CC=CC=C1)CC(=O)N[C@H]1[C@@H]2N(C(=C(CS2)C2OCCC2)C(=O)OCC2=CC=C(C=C2)OC)C1=O (4-methoxybenzyl (6R,7R)-7-phenylacetamido-3-[(RS)-tetrahydrofuran-2-yl]ceph-3-em-4-carboxylate), CN1CCOCC1 (N-methylmorpholine). Solvent: ClCCl (dichloromethane), ClCCl (dichloromethane), O (Water). Conditions: temperature -10 celsius, time 45 minute. The product is N[C@H]1[C@@H]2N(C(=C(CS2)[C@H]2OCCC2)C(=O)OCC2=CC=C(C=C2)OC)C1=O (4-methoxybenzyl (6R,7R)-7-amino-3-[(S)-tetrahydrofuran-2-yl]ceph-3-em-4-carboxylate). Isolated yield 37.5%. As a reaction SMILES: P(Cl)(Cl)(Cl)(Cl)Cl.C1(CC([NH:16][C@@H:17]2[C:41](=[O:42])[N:19]3[C:20]([C:29]([O:31][CH2:32][C:33]4[CH:38]=[CH:37][C:36]([O:39][CH3:40])=[CH:35][CH:34]=4)=[O:30])=[C:21]([CH:24]4[CH2:28][CH2:27][CH2:26][O:25]4)[CH2:22][S:23][C@H:18]23)=O)C=CC=CC=1.CN1CCOCC1.CO>ClCCl.O>[NH2:16][C@@H:17]1[C:41](=[O:42])[N:19]2[C:20]([C:29]([O:31][CH2:32][C:33]3[CH:38]=[CH:37][C:36]([O:39][CH3:40])=[CH:35][CH:34]=3)=[O:30])=[C:21]([C@@H:24]3[CH2:28][CH2:27][CH2:26][O:25]3)[CH2:22][S:23][C@H:18]12. Procedure: Phosphorus pentachloride (2.15g, 10.32mmol) in dichloromethane (108ml) was added to 4-methoxybenzyl (6R,7R)-7-phenylacetamido-3-[(RS)-tetrahydrofuran-2-yl]ceph-3-em-4-carboxylate (3.40g, 6.69mmol) and N-methylmorpholine (1.50 ml, 13.64mmol) in dichloromethane (30ml) at -25° C. The reaction was stirred at -10±5° C. for 45min., then methanol (14ml) was added, and stirring continued for 45min. at room temperature. Water (27ml) was then added, and the mixture vigorously stirred for a further 1h. The... RXN SMILES: Cl[CH2:2][CH2:3][NH:4][C:5]([N:7]1[CH:13]([CH3:14])[CH2:12][C:11]2[CH:15]=[C:16]3[O:21][CH2:20][O:19][C:17]3=[CH:18][C:10]=2[C:9]([C:22]2[CH:27]=[CH:26][C:25]([N+:28]([O-:30])=[O:29])=[CH:24][CH:23]=2)=[N:8]1)=[O:6].C(=O)([O-])[O-].[K+].[K+].[I-].[Na+].CN(C)C=O>O>[O:6]1[CH2:2][CH2:3][N:4]=[C:5]1[N:7]1[CH:13]([CH3:14])[CH2:12][C:11]2[CH:15]=[C:16]3[O:21][CH2:20][O:19][C:17]3=[CH:18][C:10]=2[C:9]([C:22]2[CH:27]=[CH:26][C:25]([N+:28]([O-:30])=[O:29])=[CH:24][CH:23]=2)=[N:8]1 |f:1.2.3,4.5|. Isolated yield 76.4%. Procedure details: A mixture of 1.43 g (3.32 mmol) of the starting material XXV, 1.38 g (9.98 mmol) of anhydrous potassium carbonate, 0.24 g (1.60 mmol) of sodium iodide and 24 ml of dimethylformamide was stirred at 100-110° C. for 4 h. Then the mixture was diluted with water and the precipitated crude product was recrystallized from ethanol to yield 1.00 g (76%) of the title compound; Mp.: 194-196° C. The product is O1C(=NCC1)N1N=C(C2=C(CC1C)C=C1C(=C2)OCO1)C1=CC=C(C=C1)[N+](=O)[O-] ((±)-7-(4,5-Dihydro-oxazol-2-yl)-8-methyl-5-(4-nitrophenyl)-8,9-dihydro-7H-1,3-dioxolo[4,5-h][2,3]benzodiazepine). Conditions: temperature 105 celsius, time 4 hour. Run in O (water). The reactants are ClCCNC(=O)N1N=C(C2=C(CC1C)C=C1C(=C2)OCO1)C1=CC=C(C=C1)[N+](=O)[O-] ((±)-8-Methyl-5-(4-nitrophenyl)-8,9-dihydro-7H-1,3-dioxolo[4,5-h][2,3]benzodiazepine-7-carboxylic acid (2-chloroethyl)-amide), C([O-])([O-])=O.[K+].[K+] (potassium carbonate), [I-].[Na+] (sodium iodide), CN(C=O)C (dimethylformamide).